Dataset: the Open Reaction Database (ORD), a public repository of structured organic reaction records. Task: describe an organic reaction: reactants, conditions, products, and yield Starting materials: OCCC1CC2CCCCN2CC1 (2-(2-Hydroxyethyl)quinolizidine), N1C=C(C2=CC=CC=C12)C(=O)Cl (indole-3-carboxylic acid chloride). The product is C1C(CCN2CCCCC12)CCOC(=O)C1=CNC2=CC=CC=C12 (Quinolizidin-2-ylethylindole-3-carboxylate), solid. As a reaction SMILES: [OH:1][CH2:2][CH2:3][CH:4]1[CH2:13][CH2:12][N:11]2[CH:6]([CH2:7][CH2:8][CH2:9][CH2:10]2)[CH2:5]1.[NH:14]1[C:22]2[C:17](=[CH:18][CH:19]=[CH:20][CH:21]=2)[C:16]([C:23](Cl)=[O:24])=[CH:15]1>>[CH2:5]1[CH:6]2[N:11]([CH2:10][CH2:9][CH2:8][CH2:7]2)[CH2:12][CH2:13][CH:4]1[CH2:3][CH2:2][O:1][C:23]([C:16]1[C:17]2[C:22](=[CH:21][CH:20]=[CH:19][CH:18]=2)[NH:14][CH:15]=1)=[O:24]. Procedure: eq-2-(2-Hydroxyethyl)quinolizidine (D5) was reacted with indole-3-carboxylic acid chloride using the method of Example 1. The product was chromatographed on silica gel eluting with ethyl acetate/methanol (95:5). The resulting beige solid was recrystallised from ethyl acetate/petrol (60-80) to afford the title compound (E10) as a white solid mp 170°-172° C.